The task is: describe an organic reaction: reactants, conditions, products, and yield. This data is from the Open Reaction Database (ORD), a public repository of structured organic reaction records. Starting materials: N-acetyl, CC(=O)NC1C(C(C(OC1OC2=CC=C(C=C2)[N+](=O)[O-])CO)O)O (p-nitrophenyl-N-acetyl-β-d-glucosaminide), CC(=O)NC1C(C(C(OC1OC2=CC=C(C=C2)[N+](=O)[O-])CO)O)O (p-nitrophenyl-N-acetyl-β-d-glucosaminide). Solvent: C(CC(O)(C(=O)[O-])CC(=O)[O-])(=O)[O-].[Na+].[Na+].[Na+] (sodium citrate), C(CC(O)(C(=O)[O-])CC(=O)[O-])(=O)[O-].[Na+].[Na+].[Na+].C(CC(O)(C(=O)O)CC(=O)O)(=O)O (sodium citrate citric acid). Reaction conditions: time 30 minute. The product is C1=CC(=CC=C1[N+](=O)[O-])O (p-nitrophenol). RXN SMILES: CC(NC1C([O:11][C:12]2[CH:17]=[CH:16][C:15]([N+:18]([O-:20])=[O:19])=[CH:14][CH:13]=2)OC(CO)C(O)C1O)=O>C([O-])(=O)CC(CC([O-])=O)(C([O-])=O)O.[Na+].[Na+].[Na+].C(O)(=O)CC(CC(O)=O)(C(O)=O)O.C([O-])(=O)CC(CC([O-])=O)(C([O-])=O)O.[Na+].[Na+].[Na+]>[CH:14]1[C:15]([N+:18]([O-:20])=[O:19])=[CH:16][CH:17]=[C:12]([OH:11])[CH:13]=1 |f:1.2.3.4.5,6.7.8.9|. Procedure details: The method may be carried out in solution by first mixing a sample of a female fluid, such as 0.1 ml of saliva, with 0.1 ml of 0.1 M p-nitrophenyl-N-acetyl-β-d-glucosaminide dissolved in 0.1 M sodium citrate-citric acid buffer and 0.2 ml of 0.1 M sodium citrate buffer, pH 4.5. Then, after shaking until the reagents are mixed, the reagents are permitted to incubate for 30 minutes at room temperature, to allow the N-acetyl-β-glucosaminidase present in the saliva to hydrolytically act on the p-nitr... Reactants: Cc1ccc(Oc2ccc3nc(N)sc3c2)cc1NC(=O)c1cccc(C(C)(C)C#N)c1, c1ccncc1, O=C(Cl)c1cocn1. Product: Cc1ccc(Oc2ccc3nc(NC(=O)c4cocn4)sc3c2)cc1NC(=O)c1cccc(C(C)(C)C#N)c1. As a reaction SMILES: [NH2:9][c:10]1[s:11][c:12]2[c:13]([n:14]1)[cH:15][cH:16][c:17]([O:19][c:20]1[cH:21][cH:22][c:23]([CH3:40])[c:24]([NH:26][C:27]([c:28]3[cH:29][c:30]([C:34]([CH3:35])([CH3:36])[C:37]#[N:38])[cH:31][cH:32][cH:33]3)=[O:39])[cH:25]1)[cH:18]2.[cH:41]1[cH:42][cH:43][n:44][cH:45][cH:46]1.[o:1]1[cH:2][n:3][c:4]([C:6](=[O:7])[Cl:8])[cH:5]1>>[o:1]1[cH:2][n:3][c:4]([C:6](=[O:7])[NH:9][c:10]2[s:11][c:12]3[c:13]([n:14]2)[cH:15][cH:16][c:17]([O:19][c:20]2[cH:21][cH:22][c:23]([CH3:40])[c:24]([NH:26][C:27]([c:28]4[cH:29][c:30]([C:34]([CH3:35])([CH3:36])[C:37]#[N:38])[cH:31][cH:32][cH:33]4)=[O:39])[cH:25]2)[cH:18]3)[cH:5]1. The reactants are BrC1=CC2=C(CC(NN=C2C2=CC=C(C=C2)[N+](=O)[O-])C)C=C1 (8-bromo-4-methyl-1-(4-nitrophenyl)-4,5-dihydro-3H-2,3-benzodiazepine), [O-]C#N.[K+] (potassium cyanate). Solvent: C(C)(=O)O (acetic acid). Conditions: time 1 hour. Product: BrC1=CC2=C(CC(N(N=C2C2=CC=C(C=C2)[N+](=O)[O-])C(N)=O)C)C=C1 (8-Bromo-3-carbamoyl-4-methyl-1-(4-nitrophenyl)-4,5-dihydro-3H-2,3-benzodiazepine). The yield is 77.4%. As a reaction SMILES: [Br:1][C:2]1[CH:22]=[CH:21][C:5]2[CH2:6][CH:7]([CH3:20])[NH:8][N:9]=[C:10]([C:11]3[CH:16]=[CH:15][C:14]([N+:17]([O-:19])=[O:18])=[CH:13][CH:12]=3)[C:4]=2[CH:3]=1.[O-:23][C:24]#[N:25].[K+]>C(O)(=O)C>[Br:1][C:2]1[CH:22]=[CH:21][C:5]2[CH2:6][CH:7]([CH3:20])[N:8]([C:24](=[O:23])[NH2:25])[N:9]=[C:10]([C:11]3[CH:12]=[CH:13][C:14]([N+:17]([O-:19])=[O:18])=[CH:15][CH:16]=3)[C:4]=2[CH:3]=1 |f:1.2|. Procedure details: A solution of 1.80 g (5 mmoles) of 8-bromo-4-methyl-1-(4-nitrophenyl)-4,5-dihydro-3H-2,3-benzodiazepine in 10 ml of glacial acetic acid is treated with 0.53 g (6.5 mmoles) of potassium cyanate. After 1 hour, the solution is poured onto water, and the precipitated crystals are filtered. The crude product is suspended in 15 ml of hot ethanol. After filtration and drying, 1.56 g (77%) of the title compound are obtained. M.p.: 193°-203° C. Starting materials: ClCC=O (chloroacetaldehyde), FC(C(CC(=O)OCC)=O)(F)F (ethyl 4,4,4-trifluoroacetoacetate), Cl (hydrochloric acid). Solvent: N1=CC=CC=C1 (pyridine). Conditions: time 52 hour. The product is FC(C=1OC=CC1CO)(F)F (2-trifluoromethyl-3-furanmethanol). Reaction SMILES: Cl[CH2:2][CH:3]=O.[F:5][C:6]([F:16])([F:15])[C:7](=[O:14])[CH2:8][C:9]([O:11]CC)=O.Cl>N1C=CC=CC=1>[F:16][C:6]([F:5])([F:15])[C:7]1[O:14][CH:2]=[CH:3][C:8]=1[CH2:9][OH:11]. Procedure: 210 ml of chloroacetaldehyde were added over 30 minutes at 20° C. to 36.5 ml of ethyl 4,4,4-trifluoroacetoacetate in 600 ml of pyridine and the mixture was stirred for 52 hours. The reaction mixture was poured into 650 ml of concentrated hydrochloric acid and ice, stirred for 5 minutes and extracted with isopropyl ether. The extract was dried and the solvent was evaporated to obtain after chromatography on silica (eluent: 7/3 hexane/ethyl acetate), 43 g of the expected product. Reactants: [Br-], C=CCC1(C)CC(c2cccc(Cl)c2)C(c2ccc(Cl)cc2)N(C(CC)CCCC(C)=O)C1=O, C1CCOC1, C[Mg+], Cc1ccccc1. Yields the product C=CCC1(C)CC(c2cccc(Cl)c2)C(c2ccc(Cl)cc2)N(C(CC)CCCC(C)(C)O)C1=O. Reaction SMILES: [Br-:35].[CH2:1]([CH:2]=[CH2:3])[C:4]1([CH3:34])[C:5](=[O:33])[N:6]([CH:24]([CH2:25][CH3:26])[CH2:27][CH2:28][CH2:29][C:30]([CH3:31])=[O:32])[CH:7]([c:17]2[cH:18][cH:19][c:20]([Cl:23])[cH:21][cH:22]2)[CH:8]([c:10]2[cH:11][c:12]([Cl:16])[cH:13][cH:14][cH:15]2)[CH2:9]1.[CH2:38]1[O:39][CH2:40][CH2:41][CH2:42]1.[CH3:36][Mg+:37].[CH3:43][c:44]1[cH:45][cH:46][cH:47][cH:48][cH:49]1>>[CH2:1]([CH:2]=[CH2:3])[C:4]1([CH3:34])[C:5](=[O:33])[N:6]([CH:24]([CH2:25][CH3:26])[CH2:27][CH2:28][CH2:29][C:30]([CH3:31])([OH:32])[CH3:36])[CH:7]([c:17]2[cH:18][cH:19][c:20]([Cl:23])[cH:21][cH:22]2)[CH:8]([c:10]2[cH:11][c:12]([Cl:16])[cH:13][cH:14][cH:15]2)[CH2:9]1.